Dataset: the Open Reaction Database (ORD), a public repository of structured organic reaction records. Task: describe an organic reaction: reactants, conditions, products, and yield The yield is 83.1%. As a reaction SMILES: [C:1]1(=[O:21])[N:5]([CH2:6][C:7]#[C:8][CH2:9][CH2:10][CH2:11][C:12]([O:14][CH3:15])=[O:13])[C:4](=[O:16])[C:3]2=[CH:17][CH:18]=[CH:19][CH:20]=[C:2]12>[Pd].CC([O-])=O.CC([O-])=O.[Pb+2].CO>[C:4]1(=[O:16])[N:5]([CH2:6]/[CH:7]=[CH:8]\[CH2:9][CH2:10][CH2:11][C:12]([O:14][CH3:15])=[O:13])[C:1](=[O:21])[C:2]2=[CH:20][CH:19]=[CH:18][CH:17]=[C:3]12 |f:1.2.3.4|. Conditions: time 2.5 hour. The product is C1(C=2C(C(N1C\C=C/CCCC(=O)OC)=O)=CC=CC2)=O (Methyl (Z)-7-phthalimidohept-5-enoate). Run in CO (methanol). The reagents and catalysts are [Pd].CC(=O)[O-].CC(=O)[O-].[Pb+2] (Lindlar catalyst). Procedure details: A mixture of methyl 7-phthalimidohept-5-ynoate (1.9 g) and Lindlar catalyst (250 mg) in methanol (130 ml) was shaken under an atmosphere of hydrogen at 30 psi for 2.5 hours. The catalyst was removed by filtration and the filtrate was evaporated to dryness. The residue was chromatographed on silica gel eluted with chloroform to give the title compound (1.59 g) as a low melting solid. m.p. 47°-49° C. Reactants: C1(C=2C(C(N1CC#CCCCC(=O)OC)=O)=CC=CC2)=O (methyl 7-phthalimidohept-5-ynoate). Yields the product N1(CCCC1)CC1=CC(=C(C=C1)C1=NC2=C(N1)C=CC=C2C(=O)NC2=CC=C(C=C2)C)C(F)(F)F (2-(4-(pyrrolidin-1-ylmethyl)-2-(trifluoromethyl)phenyl)-N-p-tolyl-1H-benzo[d]imidazole-4-carboxamide). Reported procedure: 2-(4-(pyrrolidin-1-ylmethyl)-2-(trifluoromethyl)phenyl)-1H-benzo[d]imidazole-4-carboxylic acid 159 was coupled with p-toluidine 161 to produce 2-(4-(pyrrolidin-1-ylmethyl)-2-(trifluoromethyl)phenyl)-N-p-tolyl-1H-benzo[d]imidazole-4-carboxamide (Compound 870) using the same general procedure outlined in Example 39. as the starting material. MS (ESI) calcd for C27H25F3N4O: 478.20; found: 479 [M+H]. As a reaction SMILES: [N:1]1([CH2:6][C:7]2[CH:12]=[CH:11][C:10]([C:13]3[NH:17][C:16]4[CH:18]=[CH:19][CH:20]=[C:21]([C:22]([OH:24])=O)[C:15]=4[N:14]=3)=[C:9]([C:25]([F:28])([F:27])[F:26])[CH:8]=2)[CH2:5][CH2:4][CH2:3][CH2:2]1.[NH2:29][C:30]1[CH:35]=[CH:34][C:33]([CH3:36])=[CH:32][CH:31]=1>>[N:1]1([CH2:6][C:7]2[CH:12]=[CH:11][C:10]([C:13]3[NH:17][C:16]4[CH:18]=[CH:19][CH:20]=[C:21]([C:22]([NH:29][C:30]5[CH:35]=[CH:34][C:33]([CH3:36])=[CH:32][CH:31]=5)=[O:24])[C:15]=4[N:14]=3)=[C:9]([C:25]([F:26])([F:28])[F:27])[CH:8]=2)[CH2:2][CH2:3][CH2:4][CH2:5]1. The reactants are N1(CCCC1)CC1=CC(=C(C=C1)C1=NC2=C(N1)C=CC=C2C(=O)O)C(F)(F)F (2-(4-(pyrrolidin-1-ylmethyl)-2-(trifluoromethyl)phenyl)-1H-benzo[d]imidazole-4-carboxylic acid), NC1=CC=C(C=C1)C (p-toluidine). Reactants: C(C1=CC=CC=C1)(=O)OC(CN(CC)C1CCCCC1)C (1-(cyclohexyl(ethyl)amino)propan-2-yl benzoate), O(S(=O)(=O)C(F)(F)F)CC (ethyl triflate), FF (fluorine), [Cl-] (chloride), resin, [Cl-] (chloride). The solvent is C(Cl)Cl (DCM), CO (methanol), O (water). Reaction conditions: time 16 hour. The product is [Cl-].C(C1=CC=CC=C1)(=O)OC(C[N+](C1CCCCC1)(CC)CC)C (N-[2-(benzoyloxy)propyl]-N,N-diethylcyclohexanaminium chloride). Reaction SMILES: [C:1]([O:9][CH:10]([CH3:21])[CH2:11][N:12]([CH:15]1[CH2:20][CH2:19][CH2:18][CH2:17][CH2:16]1)[CH2:13][CH3:14])(=[O:8])[C:2]1[CH:7]=[CH:6][CH:5]=[CH:4][CH:3]=1.O([CH2:30][CH3:31])S(C(F)(F)F)(=O)=O.[Cl-:32].FF>C(Cl)Cl.CO.O>[Cl-:32].[C:1]([O:9][CH:10]([CH3:21])[CH2:11][N+:12]([CH2:30][CH3:31])([CH2:13][CH3:14])[CH:15]1[CH2:16][CH2:17][CH2:18][CH2:19][CH2:20]1)(=[O:8])[C:2]1[CH:7]=[CH:6][CH:5]=[CH:4][CH:3]=1 |f:7.8|. Procedure: To a stirred solution of 1-(cyclohexyl(ethyl)amino)propan-2-yl benzoate (0.427 g, 1.47 mmol) in dry DCM (20 mL) was added ethyl triflate (0.25 mL, 1.92 mmol) dropwise at ice-cold conditions. The resulting mixture was stirred at rt for 16 hours in a sealed tube. The reaction mixture was concentrated and the crude material was purified by Combiflash chromatography eluting with 3-4% methanol/DCM to provide a sticky liquid. Amberlite® IRA-400 (Cl) chloride form resin (3.0 g) was added to a solution ... Starting materials: ClC=1C=C(C=C(C1)C1=NC=CC=C1)CO ((3-chloro-5-(pyridin-2-yl)phenyl)methanol). The reagents and catalysts are O=[Mn]=O (MnO2). Solvent: C1CCOC1 (THF). Run at time 6.5 hour. Yields the product ClC=1C=C(C=O)C=C(C1)C1=NC=CC=C1 (3-chloro-5-(pyridin-2-yl)benzaldehyde). RXN SMILES: [Cl:1][C:2]1[CH:3]=[C:4]([CH2:14][OH:15])[CH:5]=[C:6]([C:8]2[CH:13]=[CH:12][CH:11]=[CH:10][N:9]=2)[CH:7]=1>C1COCC1.O=[Mn]=O>[Cl:1][C:2]1[CH:3]=[C:4]([CH:5]=[C:6]([C:8]2[CH:13]=[CH:12][CH:11]=[CH:10][N:9]=2)[CH:7]=1)[CH:14]=[O:15]. Reported procedure: A solution of (3-chloro-5-(pyridin-2-yl)phenyl)methanol (116 mg; 0.64 mmol) in anh. THF (6 ml) was treated with MnO2 (877 mg; 10.09 mmol), and the resulting mixture was stirred at rt, under nitrogen, for 6.5 h. The resulting reaction mixture was then filtered over celite, and the separated solids were washed with THF. The filtrate was concentrated to dryness under reduced pressure giving 3-chloro-5-(pyridin-2-yl)benzaldehyde as a yellow oil. LC-MS (conditions A): tR=0.43 min.; no ionisation. Starting materials: N#N (N2), CS(=O)[O-].[Na+] (sodium methanesulfinate), CN(CCN)C (N,N-dimethyletylene diamine), BrC=1C=C(C=2C(=CN(C2C1)C1CC1)C)C(=O)NCC=1C(NC(=CC1C)C)=O (6-bromo-1-cyclopropyl-N-[(4,6-dimethyl-2-oxo-1,2-dihydro-3-pyridinyl)methyl]-3-methyl-1H-indole-4-carboxamide). Reagents/catalysts: FC(S(=O)(=O)[O-])(F)F.[Cu+2].FC(S(=O)(=O)[O-])(F)F (copper(II) trifluoromethanesulfonate). Solvent: CO (MeOH), C(Cl)(Cl)Cl (chloroform), ClCCl (dichloromethane), CS(=O)C (DMSO), O (water). Reaction conditions: temperature 120 celsius, time 5 minute. The product is N (ammonia), C1(CC1)N1C=C(C=2C(=CC(=CC12)S(=O)(=O)C)C(=O)NCC=1C(NC(=CC1C)C)=O)C (1-cyclopropyl-N-[(4,6-dimethyl-2-oxo-1,2-dihydro-3-pyridinyl)methyl]-3-methyl-6-(methylsulfonyl)-1H-indole-4-carboxamide). Yield: 79.0%. As a reaction SMILES: N#N.[CH3:3][S:4]([O-:6])=[O:5].[Na+].C[N:9](C)CCN.Br[C:15]1[CH:16]=[C:17]([C:28]([NH:30][CH2:31][C:32]2[C:33](=[O:40])[NH:34][C:35]([CH3:39])=[CH:36][C:37]=2[CH3:38])=[O:29])[C:18]2[C:19]([CH3:27])=[CH:20][N:21]([CH:24]3[CH2:26][CH2:25]3)[C:22]=2[CH:23]=1>O.CO.C(Cl)(Cl)Cl.FC(F)(F)S([O-])(=O)=O.[Cu+2].FC(F)(F)S([O-])(=O)=O.ClCCl.CS(C)=O>[NH3:9].[CH:24]1([N:21]2[C:22]3[CH:23]=[C:15]([S:4]([CH3:3])(=[O:6])=[O:5])[CH:16]=[C:17]([C:28]([NH:30][CH2:31][C:32]4[C:33](=[O:40])[NH:34][C:35]([CH3:39])=[CH:36][C:37]=4[CH3:38])=[O:29])[C:18]=3[C:19]([CH3:27])=[CH:20]2)[CH2:26][CH2:25]1 |f:1.2,8.9.10|. Reported procedure: To a vial under a stream of N2 was added copper(II) trifluoromethanesulfonate (0.084 g, 0.233 mmol), sodium methanesulfinate (0.056 g, 0.467 mmol), DMSO (1.3 mL), and N,N-dimethyletylene diamine (0.053 mL, 0.490 mmol). The deep blue reaction was stirred for 5 min, then was added 6-bromo-1-cyclopropyl-N-[(4,6-dimethyl-2-oxo-1,2-dihydro-3-pyridinyl)methyl]-3-methyl-1H-indole-4-carboxamide (0.10 g, 0.233 mmol). The vial was sealed and heated at 120° C. for 3 h, at which time it was diluted with wat... The reactants are COC(=O)Cc1c(C)[nH]c2ccc(OC)cc12, BrCCCc1ccccc1. Yields the product COC(=O)Cc1c(C)n(CCCc2ccccc2)c2ccc(OC)cc12. As a reaction SMILES: [CH3:1][O:2][c:3]1[cH:4][c:5]2[c:6]([CH2:13][C:14](=[O:15])[O:16][CH3:17])[c:7]([CH3:12])[nH:8][c:9]2[cH:10][cH:11]1.[c:18]1([CH2:24][CH2:25][CH2:26][Br:27])[cH:19][cH:20][cH:21][cH:22][cH:23]1>>[CH3:1][O:2][c:3]1[cH:4][c:5]2[c:6]([CH2:13][C:14](=[O:15])[O:16][CH3:17])[c:7]([CH3:12])[n:8]([CH2:26][CH2:25][CH2:24][c:18]3[cH:19][cH:20][cH:21][cH:22][cH:23]3)[c:9]2[cH:10][cH:11]1. Reactants: O=C1C2=C(OCC3=C1C=CC=C3)C=CC(=C2)CC(=O)O (6,11-dihydro-11-oxodibenz[b,e]oxepin-2-acetic acid), solution, B.O1CCCC1 (borane THF). Run in O1CCCC1 (tetrahydrofuran). Conditions: time 72 hour. Product: C1=C(C=CC=2OCC3=C(CC21)C=CC=C3)CCO (2-(6,11-dihydrodibenz[b,e]oxepin-2-yl)ethanol). Yield: 15.6%. As a reaction SMILES: O=[C:2]1[C:8]2[CH:9]=[CH:10][CH:11]=[CH:12][C:7]=2[CH2:6][O:5][C:4]2[CH:13]=[CH:14][C:15]([CH2:17][C:18](O)=[O:19])=[CH:16][C:3]1=2.B.O1CCCC1>O1CCCC1>[CH:16]1[C:3]2[CH2:2][C:8]3[CH:9]=[CH:10][CH:11]=[CH:12][C:7]=3[CH2:6][O:5][C:4]=2[CH:13]=[CH:14][C:15]=1[CH2:17][CH2:18][OH:19] |f:1.2|. Procedure: A solution of 6,11-dihydro-11-oxodibenz[b,e]oxepin-2-acetic acid (100 g) in 450 ml dry tetrahydrofuran (THF) at -5° C. was treated with a 1M solution of borane-THF complex (373 ml in THF) under a nitrogen blanket. After stirring at ambient temperature for 72 hours, the reaction was quenched with methanol then diluted with water. Evaporation of the organic phase left an oily biphase which was basified with saturated sodium bicarbonate and extracted into dichloromethane. The organic phase was drie... Reactants: [Li]N([Si](C)(C)C)[Si](C)(C)C (LiN(TMS)2), BrC1=CC=2OCC(NC2N=C1)=O (7-bromo-2H-pyrido[3,2-b]-1,4-oxazin-3(4H)-one), COS(=O)(=O)OC (dimethylsulfate). Run in C1CCOC1 (THF), C1CCOC1 (THF). Conditions: time 8 hour. The product is CN1C2=C(OCC1=O)C=C(C=N2)Br (4-methyl-7-bromo-2H-pyrido[3,2-b]-1,4-oxazin-3(4H)-one). As a reaction SMILES: [Br:1][C:2]1[CH:11]=[N:10][C:9]2[NH:8][C:7](=[O:12])[CH2:6][O:5][C:4]=2[CH:3]=1.[Li]N([Si](C)(C)C)[Si](C)(C)[CH3:16].COS(OC)(=O)=O>C1COCC1>[CH3:16][N:8]1[C:7](=[O:12])[CH2:6][O:5][C:4]2[CH:3]=[C:2]([Br:1])[CH:11]=[N:10][C:9]1=2. Procedure details: To a suspension of 5 g of 7-bromo-2H-pyrido[3,2-b]-1,4-oxazin-3(4H)-one (0.022 mole) in 90 ml of THF is added 24 ml of LiN(TMS)2 (0.024 mole) in THF. The homogenous solution is maintained under nitrogen at room temperature for 20 min., 3.03 g (0.024 mole) of dimethylsulfate is added and the reaction mixture allowed to stir overnight. The reaction mixture is then quenched with 20 ml of sat. ammonium chloride and extracted with 3×80 ml ethyl acetate. The ethyl acetate is then washed with 3×30 ml s...